Task: describe an organic reaction: reactants, conditions, products, and yield. Dataset: the Open Reaction Database (ORD), a public repository of structured organic reaction records Starting materials: Cn1c(CBr)c(C2CC2)c(=O)n1-c1ccccc1, O=C([O-])[O-], CC#N, CCOC(C)=O, [Cs+], [Cs+], Oc1ccc(F)cc1, [I-], [K+], O. The product is Cn1c(COc2ccc(F)cc2)c(C2CC2)c(=O)n1-c1ccccc1. RXN SMILES: [Br:1][CH2:2][c:3]1[c:4]([CH:16]2[CH2:17][CH2:18]2)[c:5](=[O:15])[n:6](-[c:9]2[cH:10][cH:11][cH:12][cH:13][cH:14]2)[n:7]1[CH3:8].[C:27](=[O:28])([O-:29])[O-:30].[CH3:35][C:36]#[N:37].[CH3:39][CH2:40][O:41][C:42]([CH3:43])=[O:44].[Cs+:31].[Cs+:32].[F:19][c:20]1[cH:21][cH:22][c:23]([OH:26])[cH:24][cH:25]1.[I-:34].[K+:33].[OH2:38]>>[CH2:2]([c:3]1[c:4]([CH:16]2[CH2:17][CH2:18]2)[c:5](=[O:15])[n:6](-[c:9]2[cH:10][cH:11][cH:12][cH:13][cH:14]2)[n:7]1[CH3:8])[O:26][c:23]1[cH:22][cH:21][c:20]([F:19])[cH:25][cH:24]1. Reactants: CC(=O)OC1NC(=O)C1CCCNC(=NC(=O)OCc1ccccc1)NC(=O)OCc1ccccc1, CCS, C1CCOC1, [H-], [Na+]. The product is CCSC1NC(=O)C1CCCNC(=NC(=O)OCc1ccccc1)NC(=O)OCc1ccccc1. As a reaction SMILES: [C:6]([O:7][CH:10]1[CH:11]([CH2:15][CH2:16][CH2:17][NH:18][C:19](=[N:20][C:21](=[O:22])[O:23][CH2:24][c:25]2[cH:26][cH:27][cH:28][cH:29][cH:30]2)[NH:31][C:32](=[O:33])[O:34][CH2:35][c:36]2[cH:37][cH:38][cH:39][cH:40][cH:41]2)[C:12](=[O:14])[NH:13]1)(=[O:8])[CH3:9].[CH2:3]([CH3:4])[SH:5].[CH2:42]1[O:43][CH2:44][CH2:45][CH2:46]1.[H-:2].[Na+:1]>>[CH2:3]([CH3:4])[S:5][CH:10]1[CH:11]([CH2:15][CH2:16][CH2:17][NH:18][C:19](=[N:20][C:21](=[O:22])[O:23][CH2:24][c:25]2[cH:26][cH:27][cH:28][cH:29][cH:30]2)[NH:31][C:32](=[O:33])[O:34][CH2:35][c:36]2[cH:37][cH:38][cH:39][cH:40][cH:41]2)[C:12](=[O:14])[NH:13]1. Reactants: C1CCOC1, CCOC(=O)c1c(C)cc(C(F)(F)F)nc1Cl, [H-], [Na+], OCC(F)(F)F. Product: CCOC(=O)c1c(C)cc(C(F)(F)F)nc1OCC(F)(F)F. Reaction SMILES: [CH2:26]1[O:27][CH2:28][CH2:29][CH2:30]1.[Cl:9][c:10]1[c:11]([C:12](=[O:13])[O:14][CH2:15][CH3:16])[c:17]([CH3:25])[cH:18][c:19]([C:21]([F:22])([F:23])[F:24])[n:20]1.[H-:1].[Na+:2].[OH:3][CH2:4][C:5]([F:6])([F:7])[F:8]>>[O:3]([CH2:4][C:5]([F:6])([F:7])[F:8])[c:10]1[c:11]([C:12](=[O:13])[O:14][CH2:15][CH3:16])[c:17]([CH3:25])[cH:18][c:19]([C:21]([F:22])([F:23])[F:24])[n:20]1. Starting materials: S(O)(O)(=O)=O (sulfuric acid), resultant solution, C(C)(=O)OC(C)=O (Acetic anhydride), CON=C(C(=O)NC1[C@@H]2N(C(C(CS2)O)C(=O)O)C1=O)C(CBr)(OCC)OCC (7-(2-methoxyimino-3,3-diethoxy-4-bromobutyramido)-3-hydroxycepham-4-carboxylic acid), C(C)(=O)[O-].[Na+] (sodium acetate), C(C)(=O)[O-].[K+] (potassium acetate), [Cl-].[Na+] (sodium chloride). The solvent is C(C)(=O)OCC (ethyl acetate), O1CCCC1 (tetrahydrofuran). Run at temperature 28 celsius, time 30 minute. The product is CON=C(C(=O)NC1[C@@H]2N(C(=CCS2)C(=O)O)C1=O)C(CBr)(OCC)OCC (7-(2-methoxyimino-3,3-diethoxy-4-bromobutyramido)-3-cephem-4-carboxylic acid). The yield is 121.4%. Reaction SMILES: C(OC(=O)C)(=O)C.[CH3:8][O:9][N:10]=[C:11]([C:28]([O:34][CH2:35][CH3:36])([O:31][CH2:32][CH3:33])[CH2:29][Br:30])[C:12]([NH:14][CH:15]1[C:26](=[O:27])[N:17]2[CH:18]([C:23]([OH:25])=[O:24])[CH:19](O)[CH2:20][S:21][C@H:16]12)=[O:13].C([O-])(=O)C.[Na+].C([O-])(=O)C.[K+].[Cl-].[Na+].S(=O)(=O)(O)O>O1CCCC1.C(OCC)(=O)C>[CH3:8][O:9][N:10]=[C:11]([C:28]([O:34][CH2:35][CH3:36])([O:31][CH2:32][CH3:33])[CH2:29][Br:30])[C:12]([NH:14][CH:15]1[C:26](=[O:27])[N:17]2[C:18]([C:23]([OH:25])=[O:24])=[CH:19][CH2:20][S:21][C@H:16]12)=[O:13] |f:2.3,4.5,6.7|. Reported procedure: Acetic anhydride (27.3 ml) was added to a solution of 7-(2-methoxyimino-3,3-diethoxy-4-bromobutyramido)-3-hydroxycepham-4-carboxylic acid (syn isomer, 30 g) in dry tetrahydrofuran (300 ml) at room temperature and stirred at 28° C. for 30 minutes. After adding sodium acetate (4.0 g) and potassium acetate (4.7 g) to the solution, the solution was stirred at 28° to 30° C. for 3 hours. The resultant solution was added to a solution of ethyl acetate (300 ml) and a saturated aqueous solution of sodium... The reactants are [I-].C[P+](C1=CC=CC=C1)(C1=CC=CC=C1)C1=CC=CC=C1 (methyl triphenyl phosphonium iodide), [Si](C)(C)(C(C)(C)C)OCCOC1=CC=C(C=O)C=C1 (4-(2-(tert-butyldimethylsilyloxy)ethoxy)benzaldehyde). The solvent is C1CCOC1 (THF), C1CCOC1 (THF). Run at time 1 hour. The product is C(C)(C)(C)[Si](OCCOC1=CC=C(C=C1)C=C)(C)C (tert-buyldimethyl (2-(4-vinylphenoxy)ethoxy)silane). The yield is 65.6%. Reaction SMILES: [I-].[CH3:2][P+](C1C=CC=CC=1)(C1C=CC=CC=1)C1C=CC=CC=1.[Si:22]([O:29][CH2:30][CH2:31][O:32][C:33]1[CH:40]=[CH:39][C:36]([CH:37]=O)=[CH:35][CH:34]=1)([C:25]([CH3:28])([CH3:27])[CH3:26])([CH3:24])[CH3:23]>C1COCC1>[C:25]([Si:22]([CH3:24])([CH3:23])[O:29][CH2:30][CH2:31][O:32][C:33]1[CH:40]=[CH:39][C:36]([CH:37]=[CH2:2])=[CH:35][CH:34]=1)([CH3:28])([CH3:27])[CH3:26] |f:0.1|. Procedure: To a cold suspension of methyl triphenyl phosphonium iodide (2.88 g, 7.13 mmol) in THF (20 mL) was added KOBt (0.88 g, 7.84 mmol) slowly. The reaction mixture was warmed to RT and stirred for about 1 h. A solution of 4-(2-(tert-butyldimethylsilyloxy)ethoxy)benzaldehyde (1.0 g, 3.56 mmol) in THF (15 mL) was added slowly to the above reaction mixture and stirred for about another 3 h. The reaction was quenched with water and extracted with diethyl ether (3×75 mL). The combined organic extracts wer... Reactants: C[C@@H]1CNC[C@@H](O1)C ((2R,6S)-2,6-dimethylmorpholine), C([O-])([O-])=O.[K+].[K+] (potassium carbonate), C1(=CC=CC=C1)C(=O)NC1CN(CC(C1)C1=CC=C(C=C1)C(F)(F)F)C(=O)OC1=CC=C(C=C1)[N+](=O)[O-] (4-nitrophenyl 3-[(phenylcarbonyl)amino]-5-[4-(trifluoromethyl)phenyl]piperidine-1-carboxylate). The solvent is CN(C)C=O (DMF). Product: CC1CN(CC(O1)C)C(=O)N1CC(CC(C1)C1=CC=C(C=C1)C(F)(F)F)NC(=O)C1=CC=CC=C1 (N-{1-[(2,6-Dimethylmorpholin-4-yl)carbonyl]-5-[4-(trifluoromethyl)phenyl]piperidin-3-yl}benzenecarboxamide). As a reaction SMILES: [C:1]1([C:7]([NH:9][CH:10]2[CH2:15][CH:14]([C:16]3[CH:21]=[CH:20][C:19]([C:22]([F:25])([F:24])[F:23])=[CH:18][CH:17]=3)[CH2:13][N:12]([C:26]([O:28]C3C=CC([N+]([O-])=O)=CC=3)=O)[CH2:11]2)=[O:8])[CH:6]=[CH:5][CH:4]=[CH:3][CH:2]=1.[CH3:38][C@H:39]1[O:44][C@@H:43]([CH3:45])[CH2:42][NH:41][CH2:40]1.C(=O)([O-])[O-].[K+].[K+]>CN(C=O)C>[CH3:45][CH:43]1[O:44][CH:39]([CH3:38])[CH2:40][N:41]([C:26]([N:12]2[CH2:13][CH:14]([C:16]3[CH:17]=[CH:18][C:19]([C:22]([F:25])([F:23])[F:24])=[CH:20][CH:21]=3)[CH2:15][CH:10]([NH:9][C:7]([C:1]3[CH:6]=[CH:5][CH:4]=[CH:3][CH:2]=3)=[O:8])[CH2:11]2)=[O:28])[CH2:42]1 |f:2.3.4|. Reported procedure: 80 mg (0.16 mmol) of 4-nitrophenyl 3-[(phenylcarbonyl)amino]-5-[4-(trifluoromethyl)phenyl]piperidine-1-carboxylate were initially charged in 1.7 ml of DMF, and 53 mg (0.47 mmol) of (2R,6S)-2,6-dimethylmorpholine and 22 mg (0.16 mmol) of potassium carbonate were added. The mixture was reacted in a microwave (Emrys Optimizer) at 150° C. for 15 min. The crude product was then purified by preparative HPLC (Reprosil C18, water/acetonitrile gradient). Yield: 49 mg (64% of theory)